Dataset: the Open Reaction Database (ORD), a public repository of structured organic reaction records. Task: describe an organic reaction: reactants, conditions, products, and yield Reactants: CCOC(C)=O, Cc1c(C)c2c(c(C)c1NCc1ccccc1)C(c1ccc(C(C)C)cc1)CO2, CCCCCC, CCO, O=C[O-], [NH4+]. Product: Cc1c(C)c2c(c(C)c1N)C(c1ccc(C(C)C)cc1)CO2. Reaction SMILES: [C:40]([O:41][CH2:42][CH3:43])(=[O:44])[CH3:45].[CH2:1]([c:2]1[cH:3][cH:4][cH:5][cH:6][cH:7]1)[NH:8][c:9]1[c:10]([CH3:29])[c:11]([CH3:28])[c:12]2[c:13]([c:26]1[CH3:27])[CH:14]([c:17]1[cH:18][cH:19][c:20]([CH:23]([CH3:24])[CH3:25])[cH:21][cH:22]1)[CH2:15][O:16]2.[CH3:34][CH2:35][CH2:36][CH2:37][CH2:38][CH3:39].[CH3:46][CH2:47][OH:48].[CH:30]([O-:31])=[O:32].[NH4+:33]>>[NH2:8][c:9]1[c:10]([CH3:29])[c:11]([CH3:28])[c:12]2[c:13]([c:26]1[CH3:27])[CH:14]([c:17]1[cH:18][cH:19][c:20]([CH:23]([CH3:24])[CH3:25])[cH:21][cH:22]1)[CH2:15][O:16]2. Starting materials: [Li]CCCC (n-BuLi), BrC1=CN=C(N1C)C (5-bromo-1,2-dimethyl-1H-imidazole), ClC1=C(C(=NC2=CC=C(C=C12)C(=O)C=1C(=NC(=CC1)C)C)OC)CC=1C=NC(=CC1)C(F)(F)F ((4-chloro-2-methoxy-3-((6-(trifluoromethyl)pyridin-3-yl)methyl)quinolin-6-yl)(2,6-dimethylpyridin-3-yl)methanone), ClC1=C(C(=NC2=CC=C(C=C12)C(=O)C=1C(=NC(=CC1)C)C)OC)CC=1C=NC(=CC1)C(F)(F)F ((4-chloro-2-methoxy-3-((6-(trifluoromethyl)pyridin-3-yl)methyl)quinolin-6-yl)(2,6-dimethylpyridin-3-yl)methanone). Run in C1CCOC1 (THF), C1CCOC1 (THF). Reaction conditions: time 1.5 minute. The product is ClC1=C(C(=NC2=CC=C(C=C12)C(O)(C=1C(=NC(=CC1)C)C)C1=CN=C(N1C)C)OC)CC=1C=NC(=CC1)C(F)(F)F ((4-Chloro-2-methoxy-3-((6-(trifluoromethyl)pyridin-3-yl)methyl)quinolin-6-yl)(1,2-dimethyl-1H-imidazol-5-yl)(2,6-dimethylpyridin-3-yl)methanol). As a reaction SMILES: [Li]CCCC.Br[C:7]1[N:11]([CH3:12])[C:10]([CH3:13])=[N:9][CH:8]=1.[Cl:14][C:15]1[C:24]2[C:19](=[CH:20][CH:21]=[C:22]([C:25]([C:27]3[C:28]([CH3:34])=[N:29][C:30]([CH3:33])=[CH:31][CH:32]=3)=[O:26])[CH:23]=2)[N:18]=[C:17]([O:35][CH3:36])[C:16]=1[CH2:37][C:38]1[CH:39]=[N:40][C:41]([C:44]([F:47])([F:46])[F:45])=[CH:42][CH:43]=1>C1COCC1>[Cl:14][C:15]1[C:24]2[C:19](=[CH:20][CH:21]=[C:22]([C:25]([C:7]3[N:11]([CH3:12])[C:10]([CH3:13])=[N:9][CH:8]=3)([C:27]3[C:28]([CH3:34])=[N:29][C:30]([CH3:33])=[CH:31][CH:32]=3)[OH:26])[CH:23]=2)[N:18]=[C:17]([O:35][CH3:36])[C:16]=1[CH2:37][C:38]1[CH:39]=[N:40][C:41]([C:44]([F:46])([F:45])[F:47])=[CH:42][CH:43]=1. Procedure details: A solution of n-BuLi (2.5 M in hexanes, 1.2 mL, 3.0 mmol) was added dropwise by syringe to a solution of 5-bromo-1,2-dimethyl-1H-imidazole (570.8 mg, 3.261 mmol) in dry THF (6 mL) in a dry ice-acetone bath. After 1-2 minutes, a solution of (4-chloro-2-methoxy-3-((6-(trifluoromethyl)pyridin-3-yl)methyl)quinolin-6-yl)(2,6-dimethylpyridin-3-yl)methanone (0.790 g, 1.626 mmol, Intermediate 47: step b) in dry THF (2 mL) was added dropwise. The reaction was stirred for 5 minutes, then was moved into an... Starting materials: Fc1cccc(CBr)c1, [H-], O=[N+]([O-])c1ccc2[nH]ncc2c1, [Na+], CN(C)C=O. Yields the product O=[N+]([O-])c1ccc2c(cnn2Cc2cccc(F)c2)c1. Reaction SMILES: [Br:15][CH2:16][c:17]1[cH:18][c:19]([F:23])[cH:20][cH:21][cH:22]1.[H-:1].[N+:3](=[O:4])([O-:5])[c:6]1[cH:7][c:8]2[cH:9][n:10][nH:11][c:12]2[cH:13][cH:14]1.[Na+:2].[O:24]=[CH:25][N:26]([CH3:27])[CH3:28]>>[N+:3](=[O:4])([O-:5])[c:6]1[cH:7][c:8]2[cH:9][n:10][n:11]([CH2:16][c:17]3[cH:18][c:19]([F:23])[cH:20][cH:21][cH:22]3)[c:12]2[cH:13][cH:14]1. The reactants are C(CCC)[Li] (n-Butyllithium), C(CC)S (propanethiol), [OH-].[Na+] (Sodium hydroxide), Cl (HCl), C1(CCCC1)OC=1C=C(C=CC1OC)[C@H](C(C(=O)N1S(C[C@]23[C@@H]1CC(CC2)C3(C)C)(=O)=O)C3=CC=NC=C3)C3=CC=C(C=C3)C3OCCO3 ((1R, 5S)-N-{(3R)-3-(3-Cyclopentyloxy-4-methoxyphenyl)-3-[4-(1,3-dioxolan-2-yl)phenyl]-2-(4-pyridyl)propanoyl}-10,10-dimethyl-3-thia-4-azatricyclo[5.2.1.01.5 ]decane-3,3-dioxide), [OH-].[Na+] (NaOH). Solvent: C1CCOC1 (THF). Reaction conditions: time 15 minute. Yields the product C1(CCCC1)OC=1C=C(C=CC1OC)[C@H](CC1=CC=NC=C1)C1=CC=C(C=O)C=C1 ((R)-4-[1-(3-Cyclopentyloxy-4-methoxyphenyl)-2-(4-pyridyl)ethyl]benzaldehyde). The yield is 40.6%. RXN SMILES: C([Li])CCC.C(S)CC.[CH:10]1([O:15][C:16]2[CH:17]=[C:18]([C@@H:24]([C:48]3[CH:53]=[CH:52][C:51]([CH:54]4OCC[O:55]4)=[CH:50][CH:49]=3)[CH:25]([C:42]3[CH:47]=[CH:46][N:45]=[CH:44][CH:43]=3)C(N3[C@H]4CC5C(C)(C)[C@@]4(CC5)CS3(=O)=O)=O)[CH:19]=[CH:20][C:21]=2[O:22][CH3:23])[CH2:14][CH2:13][CH2:12][CH2:11]1.[OH-].[Na+].Cl>C1COCC1>[CH:10]1([O:15][C:16]2[CH:17]=[C:18]([C@@H:24]([C:48]3[CH:49]=[CH:50][C:51]([CH:54]=[O:55])=[CH:52][CH:53]=3)[CH2:25][C:42]3[CH:43]=[CH:44][N:45]=[CH:46][CH:47]=3)[CH:19]=[CH:20][C:21]=2[O:22][CH3:23])[CH2:11][CH2:12][CH2:13][CH2:14]1 |f:3.4|. Procedure details: n-Butyllithium (2.4M solution in hexane; 10.6 mL, 25 mmol) was added dropwise to a 0° C. solution of propanethiol (4.6 mL, 51 mmol) in THF (150 mL). After 15 minutes, (1R, 5S)-N-{(3R)-3-(3-Cyclopentyloxy-4-methoxyphenyl)-3-[4-(1,3-dioxolan-2-yl)phenyl]-2-(4-pyridyl)propanoyl}-10,10-dimethyl-3-thia-4-azatricyclo[5.2.1.01,5 ]decane-3,3-dioxide from Step 2 (9.7 g, 14.1 mmol) was added as a solid and the reaction mixture was stirred at room temperature for 3 days. The volatiles were then evaporated ... The reactants are Br[Mg]c1ccccc1, CCOC(C)=O, CC1CCc2ccc(OC(=O)C3CN(C(C)C)C(=O)CO3)cc21, ClC(Cl)Cl, C1CCOC1, O. Product: CC1CCc2ccc(OC(O)(c3ccccc3)C3CN(C(C)C)C(=O)CO3)cc21. As a reaction SMILES: [Br:1][Mg:2][c:3]1[cH:4][cH:5][cH:6][cH:7][cH:8]1.[CH3:41][CH2:42][O:43][C:44](=[O:45])[CH3:46].[CH:14]([CH3:15])([CH3:16])[N:17]1[CH2:18][CH:19]([C:24](=[O:25])[O:26][c:27]2[cH:28][c:29]3[c:33]([cH:34][cH:35]2)[CH2:32][CH2:31][CH:30]3[CH3:36])[O:20][CH2:21][C:22]1=[O:23].[CH:37]([Cl:38])([Cl:39])[Cl:40].[O:9]1[CH2:10][CH2:11][CH2:12][CH2:13]1.[OH2:47]>>[c:3]1([C:24]([CH:19]2[CH2:18][N:17]([CH:14]([CH3:15])[CH3:16])[C:22](=[O:23])[CH2:21][O:20]2)([OH:25])[O:26][c:27]2[cH:28][c:29]3[c:33]([cH:34][cH:35]2)[CH2:32][CH2:31][CH:30]3[CH3:36])[cH:4][cH:5][cH:6][cH:7][cH:8]1. The reactants are NC1=NC(=CC(=[N+]1[O-])N)N1CCC=CC1 (2,4-diamino-6-[3,6-dihydro-1(2H)-pyridyl]pyrimidine-3-oxide), C(Cl)Cl (methylene chloride), COC(=O)Cl (chloroformic acid methyl ester). The solvent is C(C)N(CC)CC (triethylamine). Yields the product N1(CCC=CC1)C1=CC(=[N+](C(=N1)NC(=O)OC)[O-])NC(=O)OC (dimethyl 6-[3,6-dihydro-1(2H)-pyridyl]-2,4-pyrimidine-dicarbamate-3-oxide). RXN SMILES: [NH2:1][C:2]1[N+:7]([O-:8])=[C:6]([NH2:9])[CH:5]=[C:4]([N:10]2[CH2:15][CH:14]=[CH:13][CH2:12][CH2:11]2)[N:3]=1.C(Cl)Cl.[CH3:19][O:20][C:21](Cl)=[O:22]>C(N(CC)CC)C>[N:10]1([C:4]2[N:3]=[C:2]([NH:1][C:21]([O:20][CH3:19])=[O:22])[N+:7]([O-:8])=[C:6]([NH:9][C:21]([O:20][CH3:19])=[O:22])[CH:5]=2)[CH2:11][CH:12]=[CH:13][CH2:14][CH2:15]1. Reported procedure: 45 G. of 2,4-diamino-6-[3,6-dihydro-1(2H)-pyridyl]pyrimidine-3-oxide are mixed in 600 ml. of methylene chloride with 90 ml. of triethylamine and cooled to 5° C. 90 Ml. of chloroformic acid methyl ester are added dropwise while stirring. The mixture is stirred a 5° C. for 30 minutes and at room temperature for 18 hours. Then, the mixture is treated with 100 ml. of methanol and subsequently extracted with 400 ml. of methylene chloride, washed with water, dried over potassium carbonate and evaporat... Starting materials: CCOC(=O)C(C)=O, CC(=O)[O-], CCO, Cl, NO, [Na+]. The product is CCOC(=O)C(C)=NO. RXN SMILES: [C:1]([C:2](=[O:3])[CH3:4])(=[O:5])[O:6][CH2:7][CH3:8].[CH3:13][C:14](=[O:15])[O-:16].[CH3:17][CH2:18][OH:19].[ClH:9].[NH2:10][OH:11].[Na+:12]>>[C:1]([C:2]([CH3:4])=[N:10][OH:11])(=[O:5])[O:6][CH2:7][CH3:8].